This data is from the Open Reaction Database (ORD), a public repository of structured organic reaction records. The task is: describe an organic reaction: reactants, conditions, products, and yield The reactants are CCOC(=O)c1cnc(SC)nc1Cl, CO, CCN(C(C)C)C(C)C, Nc1ccc2cn[nH]c2c1. Yields the product CCOC(=O)c1cnc(SC)nc1Nc1ccc2cn[nH]c2c1. As a reaction SMILES: [CH2:1]([CH3:2])[O:3][C:4](=[O:5])[c:6]1[c:7]([Cl:14])[n:8][c:9]([S:12][CH3:13])[n:10][cH:11]1.[CH3:34][OH:35].[CH:25]([N:26]([CH2:27][CH3:28])[CH:29]([CH3:30])[CH3:31])([CH3:32])[CH3:33].[NH2:15][c:16]1[cH:17][cH:18][c:19]2[cH:20][n:21][nH:22][c:23]2[cH:24]1>>[CH2:1]([CH3:2])[O:3][C:4](=[O:5])[c:6]1[c:7]([NH:15][c:16]2[cH:17][cH:18][c:19]3[cH:20][n:21][nH:22][c:23]3[cH:24]2)[n:8][c:9]([S:12][CH3:13])[n:10][cH:11]1. The product is C(C1=CC=CC=C1)OC(C(O)C1CCCC1)=O (Benzyl-2-cyclopentyl-2-hydroxyacetate). Starting materials: C[Si]([N-][Si](C)(C)C)(C)C.[Na+] (sodium hexamethyldisilazide), C1CCOC1 (THF), C1CCOC1 (THF), n-benzyl-benzenesulfonyloxaziridine, C1CCOC1 (THF), C1(CCCC1)CC(=O)OCC1=CC=CC=C1 (benzyl cyclopentylacetate), C1CCOC1 (THF). Procedure details: A 1.0 M sodium hexamethyldisilazide solution in THF (27.5 ml, 27.5 mmol) was added to anhydrous THF (30 ml), and the mixture was cooled to −78° C. An anhydrous THF solution (20 ml) of benzyl cyclopentylacetate (5.0 g, 22.90 mmol) was added dropwise to the mixture over 30 min, and the mixture was stirred for additional 30 min. Subsequently, an anhydrous THF solution (20 ml) of n-benzyl-benzenesulfonyloxaziridine (7.18 g, 27.5 mmol) was added dropwise to the mixture at −78° C. over one hr, and the... Yield: 60.0%. Reaction conditions: temperature -78 celsius, time 30 minute. RXN SMILES: C[Si](C)(C)[N-][Si](C)(C)C.[Na+].[CH:11]1([CH2:16][C:17]([O:19][CH2:20][C:21]2[CH:26]=[CH:25][CH:24]=[CH:23][CH:22]=2)=[O:18])[CH2:15][CH2:14][CH2:13][CH2:12]1.C1C[O:30]CC1>>[CH2:20]([O:19][C:17](=[O:18])[CH:16]([CH:11]1[CH2:15][CH2:14][CH2:13][CH2:12]1)[OH:30])[C:21]1[CH:22]=[CH:23][CH:24]=[CH:25][CH:26]=1 |f:0.1|. Reactants: CC(=O)O, C1COCCO1, CC(C)C(C1CC(c2cc([N+](=O)[O-])ccc2C(=O)[O-])C1)C(O[SiH3])(C(C)C)C(C)C, [Na+], [OH-]. The product is CC(C)C(C1CC(O)C1)C(O[SiH3])(C(C)C)C(C)C. RXN SMILES: [C:32]([OH:33])(=[O:34])[CH3:35].[CH2:36]1[O:37][CH2:38][CH2:39][O:40][CH2:41]1.[CH:3]([CH3:4])([CH3:5])[CH:6]([C:7]([O:8][SiH3:9])([CH:10]([CH3:11])[CH3:12])[CH:13]([CH3:14])[CH3:15])[CH:16]1[CH2:17][CH:18]([c:20]2[cH:21][c:22]([N+:23]([O-:24])=[O:25])[cH:26][cH:27][c:28]2[C:29]([O-:30])=[O:31])[CH2:19]1.[Na+:2].[OH-:1]>>[CH:3]([CH3:4])([CH3:5])[CH:6]([C:7]([O:8][SiH3:9])([CH:10]([CH3:11])[CH3:12])[CH:13]([CH3:14])[CH3:15])[CH:16]1[CH2:17][CH:18]([OH:34])[CH2:19]1. The reactants are Nc1ccc(OC(F)(F)F)cc1Br, CC(C)C(=O)Cl. The product is CC(C)C(=O)Nc1ccc(OC(F)(F)F)cc1Br. RXN SMILES: [Br:7][c:8]1[c:9]([NH2:10])[cH:11][cH:12][c:13]([O:15][C:16]([F:17])([F:18])[F:19])[cH:14]1.[CH3:1][CH:2]([C:3](=[O:4])[Cl:5])[CH3:6]>>[CH3:1][CH:2]([C:3](=[O:4])[NH:10][c:9]1[c:8]([Br:7])[cH:14][c:13]([O:15][C:16]([F:17])([F:18])[F:19])[cH:12][cH:11]1)[CH3:6]. Reactants: NC1=C(C#N)C=CC(=C1)[N+](=O)[O-] (2-Amino-4-nitrobenzonitrile), BrBr (bromine), S(=S)(=O)([O-])[O-].[Na+].[Na+] (sodium thiosulphate). Solvent: O1CCOCC1 (dioxane). Conditions: temperature 60 celsius, time 6 hour. Yields the product NC1=C(C#N)C=C(C(=C1)[N+](=O)[O-])Br (2-Amino-5-bromo-4-nitrobenzonitrile). Yield: 36.0%. RXN SMILES: [NH2:1][C:2]1[CH:9]=[C:8]([N+:10]([O-:12])=[O:11])[CH:7]=[CH:6][C:3]=1[C:4]#[N:5].[Br:13]Br.S([O-])([O-])(=O)=S.[Na+].[Na+]>O1CCOCC1>[NH2:1][C:2]1[CH:9]=[C:8]([N+:10]([O-:12])=[O:11])[C:7]([Br:13])=[CH:6][C:3]=1[C:4]#[N:5] |f:2.3.4|. Procedure: 2-Amino-4-nitrobenzonitrile (1.6 g, 9.81 mmol) is presented as an initial charge in 30 mL of dioxane and is mixed at 10° C. with bromine (0.56 mL, 11 mmol). This is followed by stirring at 60° C. for 6 hours. After cooling to room temperature, the batch is added to dilute sodium thiosulphate solution. After extraction of dichloromethane, the combined organic phases are dried over sodium sulphate to leave, after removal of the solvent and chromatographic purification (silica gel, n-hexane/ethyl a... As a reaction SMILES: [Br:17][CH2:18][C:19](=[O:20])[O:21][CH2:22][CH3:23].[C:11](=[O:12])([O-:13])[O-:14].[CH3:24][C:25](=[O:26])[CH3:27].[K+:15].[K+:16].[OH:1][CH2:2][CH2:3][c:4]1[cH:5][cH:6][c:7]([OH:8])[cH:9][cH:10]1>>[OH:1][CH2:2][CH2:3][c:4]1[cH:5][cH:6][c:7]([O:8][CH2:18][C:19](=[O:20])[O:21][CH2:22][CH3:23])[cH:9][cH:10]1. Starting materials: CCOC(=O)CBr, O=C([O-])[O-], CC(C)=O, [K+], [K+], OCCc1ccc(O)cc1. Yields the product CCOC(=O)COc1ccc(CCO)cc1. Starting materials: BrC=1C=C(C(N(C1)C)=O)NC1=NC(=NC=C1)C(C)(C)O (5-Bromo-3-(2-(2-hydroxypropan-2-yl)pyrimidin-4-ylamino)-1-methylpyridin-2(1H)-one), C(C)(=O)OCC=1C(=NC=CC1B1OC(C(O1)(C)C)(C)C)N1C(C2=CC=3CC(CC3N2CC1)(C)C)=O ((2-{4,4-dimethyl-9-oxo-1,10-diazatricyclo[6.4.0.02,6]dodeca-2(6),7-dien-10-yl}-4-(tetramethyl-1,3,2-dioxaborolan-2-yl)pyridin-3-yl)methyl acetate), [O-]P(=O)([O-])[O-].[K+].[K+].[K+] (K3PO4), O (water). The reagents and catalysts are C1=CC=C(C=C1)P([C-]2C=CC=C2)C3=CC=CC=C3.C1=CC=C(C=C1)P([C-]2C=CC=C2)C3=CC=CC=C3.Cl[Pd]Cl.[Fe+2] (Pd(dppf)Cl2). Solvent: O1CCCC1 (tetrahydrofuran). The product is C(C)(=O)OCC=1C(=NC=CC1C1=CN(C(C(=C1)NC1=NC(=NC=C1)C(C)(C)O)=O)C)N1C(C2=CC=3CC(CC3N2CC1)(C)C)=O ((2-{4,4-Dimethyl-9-oxo-1,10-diazatricyclo[6.4.0.02,6]dodeca-2(6),7-dien-10-yl}-4-(5-{[2-(2-hydroxypropan-2-yl)pyrimidin-4-yl]amino}-1-methyl-6-oxo-1,6-dihydro-pyridin-3-yl)pyridin-3-yl)methyl Acetate). Isolated yield 65.4%. RXN SMILES: Br[C:2]1[CH:3]=[C:4]([NH:10][C:11]2[CH:16]=[CH:15][N:14]=[C:13]([C:17]([OH:20])([CH3:19])[CH3:18])[N:12]=2)[C:5](=[O:9])[N:6]([CH3:8])[CH:7]=1.[C:21]([O:24][CH2:25][C:26]1[C:27]([N:41]2[CH2:52][CH2:51][N:50]3[C:43](=[CH:44][C:45]4[CH2:46][C:47]([CH3:54])([CH3:53])[CH2:48][C:49]=43)[C:42]2=[O:55])=[N:28][CH:29]=[CH:30][C:31]=1B1OC(C)(C)C(C)(C)O1)(=[O:23])[CH3:22].[O-]P([O-])([O-])=O.[K+].[K+].[K+].O>C1C=CC(P(C2C=CC=CC=2)[C-]2C=CC=C2)=CC=1.C1C=CC(P(C2C=CC=CC=2)[C-]2C=CC=C2)=CC=1.Cl[Pd]Cl.[Fe+2].O1CCCC1>[C:21]([O:24][CH2:25][C:26]1[C:27]([N:41]2[CH2:52][CH2:51][N:50]3[C:43](=[CH:44][C:45]4[CH2:46][C:47]([CH3:54])([CH3:53])[CH2:48][C:49]=43)[C:42]2=[O:55])=[N:28][CH:29]=[CH:30][C:31]=1[C:2]1[CH:3]=[C:4]([NH:10][C:11]2[CH:16]=[CH:15][N:14]=[C:13]([C:17]([OH:20])([CH3:19])[CH3:18])[N:12]=2)[C:5](=[O:9])[N:6]([CH3:8])[CH:7]=1)(=[O:23])[CH3:22] |f:2.3.4.5,7.8.9.10|. Procedure details: A 50-mL round-bottomed flask equipped with a reflux condenser was charged with 264b (170 mg, 0.50 mmol), (3-(acetoxymethyl)-2-(7,7-dimethyl-1-oxo-3,4,7,8-tetrahydro-1H-cyclopenta[4,5]pyrrolo[1,2-a]pyrazin-2(6H)-yl)pyridin-4-yl)boronic acid 199e (200 mg, 0.50 mmol), Pd(dppf)Cl2 (40 mg, 0.050 mmol), K3PO4 (212 mg, 1.0 mmol), water (0.5 mL), and tetrahydrofuran (10 mL). After three cycles of vacuum/argon flush, the mixture was heated at reflux for 6 h. It was then cooled to room temperature and fil...